This data is from the Open Reaction Database (ORD), a public repository of structured organic reaction records. The task is: describe an organic reaction: reactants, conditions, products, and yield The reactants are CI, CN(C)C=O, O=c1nc(-c2ccccc2F)c2c3c(sc2[nH]1)CCCC3, [H-], [Na+], O. The product is COc1nc(-c2ccccc2F)c2c3c(sc2n1)CCCC3. As a reaction SMILES: [CH3:24][I:25].[CH3:27][N:28]([CH3:29])[CH:30]=[O:31].[F:1][c:2]1[c:3](-[c:8]2[c:9]3[c:10]([nH:11][c:12](=[O:14])[n:13]2)[s:15][c:16]2[c:17]3[CH2:18][CH2:19][CH2:20][CH2:21]2)[cH:4][cH:5][cH:6][cH:7]1.[H-:22].[Na+:23].[OH2:26]>>[F:1][c:2]1[c:3](-[c:8]2[c:9]3[c:10]([n:11][c:12]([O:14][CH3:24])[n:13]2)[s:15][c:16]2[c:17]3[CH2:18][CH2:19][CH2:20][CH2:21]2)[cH:4][cH:5][cH:6][cH:7]1. Starting materials: C1CCOC1, [H][H], CCCCCCCCCCCCCCCCCCOc1cc(C(N)=O)cc([N+](=O)[O-])c1. Product: CCCCCCCCCCCCCCCCCCOc1cc(N)cc(C(N)=O)c1. Reaction SMILES: [CH2:34]1[O:35][CH2:36][CH2:37][CH2:38]1.[H:32][H:33].[N+:1]([O-:2])(=[O:3])[c:4]1[cH:5][c:6]([C:7](=[O:8])[NH2:9])[cH:10][c:11]([O:13][CH2:14][CH2:15][CH2:16][CH2:17][CH2:18][CH2:19][CH2:20][CH2:21][CH2:22][CH2:23][CH2:24][CH2:25][CH2:26][CH2:27][CH2:28][CH2:29][CH2:30][CH3:31])[cH:12]1>>[NH2:1][c:4]1[cH:5][c:6]([C:7](=[O:8])[NH2:9])[cH:10][c:11]([O:13][CH2:14][CH2:15][CH2:16][CH2:17][CH2:18][CH2:19][CH2:20][CH2:21][CH2:22][CH2:23][CH2:24][CH2:25][CH2:26][CH2:27][CH2:28][CH2:29][CH2:30][CH3:31])[cH:12]1. Starting materials: [Br-], COc1ccc(Br)cc1, CCOC(=O)C1=C(c2ccc(C(C)(C)C)cc2O[SiH](C)C)c2ccccc2C1=O, C1CCOC1, COc1ccc([Mg+])cc1, CCOCC, CCOCC, [Mg]. Yields the product CCOC(=O)C1=C(c2ccc(C(C)(C)C)cc2O[SiH](C)C)c2ccccc2C1(O)c1ccc(OC)cc1. RXN SMILES: [Br-:11].[Br:2][c:3]1[cH:4][cH:5][c:6]([O:9][CH3:10])[cH:7][cH:8]1.[C:21]([CH3:22])([CH3:23])([CH3:24])[c:25]1[cH:26][c:27]([O:46][SiH:47]([CH3:48])[CH3:49])[c:28]([C:31]2=[C:32]([C:41](=[O:42])[O:43][CH2:44][CH3:45])[C:33](=[O:40])[c:34]3[cH:35][cH:36][cH:37][cH:38][c:39]32)[cH:29][cH:30]1.[CH2:60]1[O:61][CH2:62][CH2:63][CH2:64]1.[CH3:12][O:13][c:14]1[cH:15][cH:16][c:17]([Mg+:18])[cH:19][cH:20]1.[CH3:50][CH2:51][O:52][CH2:53][CH3:54].[CH3:55][CH2:56][O:57][CH2:58][CH3:59].[Mg:1]>>[c:3]1([C:33]2([OH:40])[C:32]([C:41](=[O:42])[O:43][CH2:44][CH3:45])=[C:31]([c:28]3[c:27]([O:46][SiH:47]([CH3:48])[CH3:49])[cH:26][c:25]([C:21]([CH3:22])([CH3:23])[CH3:24])[cH:30][cH:29]3)[c:39]3[c:34]2[cH:35][cH:36][cH:37][cH:38]3)[cH:4][cH:5][c:6]([O:9][CH3:10])[cH:7][cH:8]1. Starting materials: BrB(Br)Br, CCCCc1cc2ccccc2c(Oc2ccc(C=CC(=O)O)cc2)c1-c1ccc(OC)cc1, ClCCl. Product: CCCCc1cc2ccccc2c(Oc2ccc(C=CC(=O)O)cc2)c1-c1ccc(O)cc1. As a reaction SMILES: [B:35]([Br:36])([Br:37])[Br:38].[CH2:1]([CH2:2][CH2:3][CH3:4])[c:5]1[c:6](-[c:27]2[cH:28][cH:29][c:30]([O:33][CH3:34])[cH:31][cH:32]2)[c:7]([O:15][c:16]2[cH:17][cH:18][c:19]([CH:22]=[CH:23][C:24](=[O:25])[OH:26])[cH:20][cH:21]2)[c:8]2[cH:9][cH:10][cH:11][cH:12][c:13]2[cH:14]1.[Cl:39][CH2:40][Cl:41]>>[CH2:1]([CH2:2][CH2:3][CH3:4])[c:5]1[c:6](-[c:27]2[cH:28][cH:29][c:30]([OH:33])[cH:31][cH:32]2)[c:7]([O:15][c:16]2[cH:17][cH:18][c:19]([CH:22]=[CH:23][C:24](=[O:25])[OH:26])[cH:20][cH:21]2)[c:8]2[cH:9][cH:10][cH:11][cH:12][c:13]2[cH:14]1. The reactants are FC=1C=C(OCCCOC2=CC=C(C=C2)C2C(CN(CC2)C(=O)OC(C)(C)C)O)C=C(C1)F (tert-butyl 4-{4-[3-(3,5-difluorophenoxy)propoxy]phenyl}-3-hydroxypiperidine-1-carboxylate), ClCC=1C=CC2=C(N(C(CO2)=O)CCCOC)C1 (6-chloromethyl-4-(3-methoxypropyl)-4H-benzo[1,4]oxazin-3-one). The product is FC=1C=C(OCCCOC2=CC=C(C=C2)C2C(CN(CC2)C(=O)OC(C)(C)C)OCC=2C=CC3=C(N(C(CO3)=O)CCCOC)C2)C=C(C1)F (tert-Butyl 4-{4-[3-(3,5-difluorophenoxy)propoxy]phenyl}-3-[4-(3-methoxypropyl)-3-oxo-3,4-dihydro-2H-benzo[1,4]oxazin-6-ylmethoxy]piperidine-1-carboxylate). Reaction SMILES: [F:1][C:2]1[CH:3]=[C:4]([CH:30]=[C:31]([F:33])[CH:32]=1)[O:5][CH2:6][CH2:7][CH2:8][O:9][C:10]1[CH:15]=[CH:14][C:13]([CH:16]2[CH2:21][CH2:20][N:19]([C:22]([O:24][C:25]([CH3:28])([CH3:27])[CH3:26])=[O:23])[CH2:18][CH:17]2[OH:29])=[CH:12][CH:11]=1.Cl[CH2:35][C:36]1[CH:37]=[CH:38][C:39]2[O:44][CH2:43][C:42](=[O:45])[N:41]([CH2:46][CH2:47][CH2:48][O:49][CH3:50])[C:40]=2[CH:51]=1>>[F:1][C:2]1[CH:3]=[C:4]([CH:30]=[C:31]([F:33])[CH:32]=1)[O:5][CH2:6][CH2:7][CH2:8][O:9][C:10]1[CH:11]=[CH:12][C:13]([CH:16]2[CH2:21][CH2:20][N:19]([C:22]([O:24][C:25]([CH3:28])([CH3:27])[CH3:26])=[O:23])[CH2:18][CH:17]2[O:29][CH2:35][C:36]2[CH:37]=[CH:38][C:39]3[O:44][CH2:43][C:42](=[O:45])[N:41]([CH2:46][CH2:47][CH2:48][O:49][CH3:50])[C:40]=3[CH:51]=2)=[CH:14][CH:15]=1. Procedure details: Analogously to Method D, 0.510 g of tert-butyl 4-{4-[3-(3,5-difluorophenoxy)propoxy]phenyl}-3-hydroxypiperidine-1-carboxylate and 0.323 g of 6-chloromethyl-4-(3-methoxypropyl)-4H-benzo[1,4]oxazin-3-one (Example 2a) are reacted. The title compound is obtained as a yellowish oil. Rf=0.23 (1:1 EtOAc-heptane); Rt=6.04.